This data is from the Open Reaction Database (ORD), a public repository of structured organic reaction records. The task is: describe an organic reaction: reactants, conditions, products, and yield Product: C(C)(=O)NC1=C(C=CC(=C1)OC)[Te][Te]C1=C(C=C(C=C1)OC)NC(C)=O (Bis(2-acetamido-4-methoxyphenyl)ditelluride). The reactants are Cl[TeH]1(OC(=[NH+]C2=C1C=CC(=C2)OC)C)(Cl)Cl (1,1,1-Trichloro-6-methoxy-3-methyl-2,1,4-benzoxatellurazinium), NN (hydrazine). Run in C(C)O (ethanol). RXN SMILES: Cl[TeH:2]1(Cl)(Cl)[C:7]2[CH:8]=[CH:9][C:10]([O:12][CH3:13])=[CH:11][C:6]=2[NH+:5]=[C:4]([CH3:14])[O:3]1.NN>C(O)C>[C:4]([NH:5][C:6]1[CH:11]=[C:10]([O:12][CH3:13])[CH:9]=[CH:8][C:7]=1[Te:2][Te:2][C:7]1[CH:8]=[CH:9][C:10]([O:12][CH3:13])=[CH:11][C:6]=1[NH:5][C:4](=[O:3])[CH3:14])(=[O:3])[CH3:14]. Reported procedure: 1,1,1-Trichloro-6-methoxy-3-methyl-2,1,4-benzoxatellurazinium, inner salt (Example 11) (5.0 g=0.0125 mole) was dissolved in 50% aqueous ethanol (200 ml). The solution heated to boil, and hydrazine (1 ml) was added with stirring. The deep orange solution was cooled slowly to room temperature to deposit fibrous needles which, upon filtration and drying, yielded a tan solid (3.25 g, 89% theory), m.p. 181°-182° C. Reactants: Br(=O)(=O)[O-].[Na+] (sodium bromate), C(C1=CC=CC=C1)O (benzyl alcohol), CCOCC (ether). Reagents/catalysts: catalyst. The solvent is C(C)#N.O (acetonitrile water). Reaction conditions: temperature 80 celsius, time 40 hour. The product is C(C1=CC=CC=C1)(=O)O (benzoic acid). The yield is 90.0%. RXN SMILES: Br([O-])(=O)=O.[Na+].[CH2:6]([OH:13])[C:7]1[CH:12]=[CH:11][CH:10]=[CH:9][CH:8]=1.CC[O:16]CC>C(#N)C.O>[C:6]([OH:16])(=[O:13])[C:7]1[CH:12]=[CH:11][CH:10]=[CH:9][CH:8]=1 |f:0.1,4.5|. Reported procedure: A mixture of Ceiv catalyst from Example 47 (0.08 g), sodium bromate (0.3 g) and benzyl alcohol (0.216 g, 2 mmol) in acetonitrile:water (5:7, 12 ml) was stirred at 80° C. for 40 h under an atmosphere of nitrogen. On cooling ether (70 ml) was added and the catalyst was filtered off. The organic layer was separated and the aqueous phase was extracted with ether (2×50 ml). The combined organic extracts were washed with water (25 ml), dried with anhydrous magnesium sulphate and concentrated to give b... Starting materials: B, C1CCOC1, CSC, N#CCC(O)c1ccccc1. Yields the product NCCC(O)c1ccccc1. Reaction SMILES: [BH3:15].[CH2:16]1[O:17][CH2:18][CH2:19][CH2:20]1.[CH3:12][S:13][CH3:14].[c:1]1([CH:7]([CH2:8][C:9]#[N:10])[OH:11])[cH:2][cH:3][cH:4][cH:5][cH:6]1>>[c:1]1([CH:7]([CH2:8][CH2:9][NH2:10])[OH:11])[cH:2][cH:3][cH:4][cH:5][cH:6]1. Starting materials: O(C1=CC=CC=C1)C(C(=O)O)C (2-phenoxypropionic acid), [H-].[Al+3].[Li+].[H-].[H-].[H-] (lithium aluminum hydride). The product is O(C1=CC=CC=C1)C(CO)C (2-Phenoxypropanol). RXN SMILES: [O:1]([CH:8]([CH3:12])[C:9](O)=[O:10])[C:2]1[CH:7]=[CH:6][CH:5]=[CH:4][CH:3]=1.[H-].[Al+3].[Li+].[H-].[H-].[H-]>>[O:1]([CH:8]([CH3:12])[CH2:9][OH:10])[C:2]1[CH:7]=[CH:6][CH:5]=[CH:4][CH:3]=1 |f:1.2.3.4.5.6|. Procedure details: The title compound was prepared by the procedure of Preparation 2 in quantitative yield from 2-phenoxypropionic acid (Aldrich Chem. Co.) and lithium aluminum hydride. The reactants are ClC=1C=CC(=C(C(=O)C2=C(C=CC=C2F)F)C1)N1C(=NN=C1CN1C(C=2C(C1=O)=CC=CC2)=O)CN2C(C=1C(C2=O)=CC=CC1)=O (5-chloro-2',6'-difluoro-2-[3,5-bis(phthalimidomethyl)-4H-1,2,4-triazol-4-yl]benzophenone), O.NN (hydrazine hydrate). The solvent is C(C)O (ethanol). Yields the product ClC=1C=CC2=C(C(=NCC=3N2C(=NN3)CN)C3=C(C=CC=C3F)F)C1 (8-chloro-1-(aminomethyl)-6-(2,6-difluorophenyl)-4H-s-triazolo[4,3-a][1,4]benzodiazepine). As a reaction SMILES: [Cl:1][C:2]1[CH:3]=[CH:4][C:5]([N:18]2[C:22]([CH2:23][N:24]3C(=O)C4=CC=CC=C4C3=O)=[N:21][N:20]=[C:19]2[CH2:35][N:36]2C(=O)C3=CC=CC=C3C2=O)=[C:6]([CH:17]=1)[C:7]([C:9]1[C:14]([F:15])=[CH:13][CH:12]=[CH:11][C:10]=1[F:16])=O.O.NN>C(O)C>[Cl:1][C:2]1[CH:3]=[CH:4][C:5]2[N:18]3[C:22]([CH2:23][NH2:24])=[N:21][N:20]=[C:19]3[CH2:35][N:36]=[C:7]([C:9]3[C:14]([F:15])=[CH:13][CH:12]=[CH:11][C:10]=3[F:16])[C:6]=2[CH:17]=1 |f:1.2|. Procedure details: In the manner given in Example 22, 5-chloro-2',6'-difluoro-2-[3,5-bis(phthalimidomethyl)-4H-1,2,4-triazol-4-yl]benzophenone in ethanol is heated with hydrazine hydrate to give 8-chloro-1-(aminomethyl)-6-(2,6-difluorophenyl)-4H-s-triazolo[4,3-a][1,4]benzodiazepine. Starting materials: C1(=CC=CC=C1)P(=O)(C1=CC=CC=C1)Cl (diphenylphosphinic chloride), C(\C=C(/C)\CCC=C(C)C)OC1=CC=C(C(=O)O)C=C1 (4-geranyloxybenzoic acid), NCCNC1=NC=C(C=C1)OC (2-(2-aminoethylamino)-5-methoxypyridine). The solvent is C(C)N(CC)CC (triethylamine), C(Cl)(Cl)Cl (chloroform). Run at time 1 hour. The product is C(\C=C(/C)\CCC=C(C)C)OC1=CC=C(C(=O)NCCNC2=NC=C(C=C2)OC)C=C1 (2-[2-(4-geranyloxybenzoylamino)ethylamino]-5-methoxypyridine). Isolated yield 74.9%. As a reaction SMILES: [CH2:1]([O:11][C:12]1[CH:20]=[CH:19][C:15]([C:16]([OH:18])=O)=[CH:14][CH:13]=1)/[CH:2]=[C:3](/[CH2:5][CH2:6][CH:7]=[C:8]([CH3:10])[CH3:9])\[CH3:4].C1(P(Cl)(C2C=CC=CC=2)=O)C=CC=CC=1.[NH2:36][CH2:37][CH2:38][NH:39][C:40]1[CH:45]=[CH:44][C:43]([O:46][CH3:47])=[CH:42][N:41]=1>C(Cl)(Cl)Cl.C(N(CC)CC)C>[CH2:1]([O:11][C:12]1[CH:13]=[CH:14][C:15]([C:16]([NH:36][CH2:37][CH2:38][NH:39][C:40]2[CH:45]=[CH:44][C:43]([O:46][CH3:47])=[CH:42][N:41]=2)=[O:18])=[CH:19][CH:20]=1)/[CH:2]=[C:3](/[CH2:5][CH2:6][CH:7]=[C:8]([CH3:9])[CH3:10])\[CH3:4]. Reported procedure: 4-geranyloxybenzoic acid(1.92 g) was dissolved in chloroform(50 ml) and triethylamine(1.95 ml), and then diphenylphosphinic chloride(1.34 ml) was added thereto while being cooled with ice. After being stirred for 1 hour, the mixture, with 2-(2-aminoethylamino)-5-methoxypyridine(1.17 g) added thereto, was stirred for 8 hours at room temperature. The reaction mixture was washed with saturated sodium hydrogencarbonate aqueous solution and saturated brine successively, dried over sodium sulfate anhy... The reactants are CN1CCNCC1, COc1ccccc1, [Cl-], [Cl-], [Cl-], [Cl-], CCOC(=O)c1c(Nc2cc(F)c(F)cc2N)sc2ccccc12, [Ti+4]. Product: CN1CCN(C2=Nc3cc(F)c(F)cc3Nc3sc4ccccc4c32)CC1. As a reaction SMILES: [CH3:25][N:26]1[CH2:27][CH2:28][NH:29][CH2:30][CH2:31]1.[CH3:32][O:33][c:34]1[cH:35][cH:36][cH:37][cH:38][cH:39]1.[Cl-:40].[Cl-:41].[Cl-:42].[Cl-:43].[NH2:1][c:2]1[c:3]([NH:4][c:5]2[c:6]([C:14]([O:15][CH2:16][CH3:17])=[O:18])[c:7]3[c:8]([s:9]2)[cH:10][cH:11][cH:12][cH:13]3)[cH:19][c:20]([F:24])[c:21]([F:23])[cH:22]1.[Ti+4:44]>>[N:1]1=[C:14]([N:29]2[CH2:28][CH2:27][N:26]([CH3:25])[CH2:31][CH2:30]2)[c:6]2[c:5]([s:9][c:8]3[c:7]2[cH:13][cH:12][cH:11][cH:10]3)[NH:4][c:3]2[c:2]1[cH:22][c:21]([F:23])[c:20]([F:24])[cH:19]2. Reactants: sugar, ( 2 ), [Cl-].[Cl-].[Ca+2].[Zn+2].[Br-].[Br-] (CaCl2 ZnBr2), ( 1 ), sugar, [Cl-].[Cl-].[Ca+2].[Cl-].[Na+].O (CaCl2 brine). Run in [Cl-].[Na+].O (brine). The product is [Br-].[Br-].[Ca+2].[Cl-].[Na+].O (CaBr2 brine), [Zn+2].[Br-].[Br-] (ZnBr2). RXN SMILES: [Cl-:1].[Cl-].[Ca+2:3].[Cl-].[Na+:5].[OH2:6].[Cl-].[Cl-].[Ca+2].[Zn+2:10].[Br-:11].[Br-]>[Cl-].[Na+].O>[Br-:11].[Br-:11].[Ca+2:3].[Cl-:1].[Na+:5].[OH2:6].[Zn+2:10].[Br-:11].[Br-:11] |f:0.1.2.3.4.5,6.7.8.9.10.11,12.13.14,15.16.17.18.19.20,21.22.23|. Procedure details: The rate of degradation of the HEC gel is controlled by (1) the amount of non-reducing sugar added to the fluid and (2) temperature. The gel can be broken in hours or days. To achieve a faster break time at a given temperature, the concentration of non-reducing sugar is simply increased. The data in Table I also show that the rate of breaking is affected by the type of heavy brine. CaCl2 brine at 11.6 ppg and CaCl2 /ZnBr2 brines at 13 and 16.2 ppg give comparable breaks. Whereas 15.1 ppg CaBr2 b... The reactants are N1=CC=CC=C1 (Pyridine), aqueous solution, CN (methylamine), NC=1C(=CC(=C(C1)N1C=C(C(C2=CC(=C(C(=C12)C)F)[N+](=O)[O-])=O)C(=O)O)F)F (1-(5-amino-2,4-difluorophenyl)-7-fluoro-8-methyl-6-nitro-4-oxo-1,4-dihydroquinoline-3-carboxylic acid). The solvent is C(C)OCC (Diethyl ether). Conditions: temperature 40 celsius, time 2 day. Yields the product NC=1C(=CC(=C(C1)N1C=C(C(C2=CC(=C(C(=C12)C)NC)[N+](=O)[O-])=O)C(=O)O)F)F (1-(5-Amino-2,4-difluorophenyl)-8-methyl-7-methylamino-6-nitro-4-oxo-1,4-dihydroquinoline-3-carboxylic Acid). Yield: 84.0%. RXN SMILES: [N:1]1C=CC=C[CH:2]=1.CN.[NH2:9][C:10]1[C:11]([F:36])=[CH:12][C:13]([F:35])=[C:14]([N:16]2[C:25]3[C:20](=[CH:21][C:22]([N+:28]([O-:30])=[O:29])=[C:23](F)[C:24]=3[CH3:26])[C:19](=[O:31])[C:18]([C:32]([OH:34])=[O:33])=[CH:17]2)[CH:15]=1>C(OCC)C>[NH2:9][C:10]1[C:11]([F:36])=[CH:12][C:13]([F:35])=[C:14]([N:16]2[C:25]3[C:20](=[CH:21][C:22]([N+:28]([O-:30])=[O:29])=[C:23]([NH:1][CH3:2])[C:24]=3[CH3:26])[C:19](=[O:31])[C:18]([C:32]([OH:34])=[O:33])=[CH:17]2)[CH:15]=1. Procedure details: Pyridine (500 mg) and a 40% aqueous solution (300 mg) of methylamine were added to 1-(5-amino-2,4-difluorophenyl)-7-fluoro-8-methyl-6-nitro-4-oxo-1,4-dihydroquinoline-3-carboxylic acid (220 mg), and the mixture was stirred for 3 hours at 40° C. and for 2 days at room temperature. Diethyl ether was added to the reaction mixture, followed by stirring. A supernatant liquid was removed, and acetic acid (3 drops) was added to the residue, followed by stirring. Solids deposited were recrystallized fro...